From a dataset of the Open Reaction Database (ORD), a public repository of structured organic reaction records. describe an organic reaction: reactants, conditions, products, and yield The product is ClC1=CC(=C(C=C1F)C1=NC(C2=C(N1)C=CS2)=O)F (2-(4-chloro-2,5-difluorophenyl)thieno[3,2-d]pyrimidine-4(1H)-one). Procedure: After a mixture of 3-[(4-chloro-2,5-difluorobenzoyl)amino]thiophene-2-carboxylic acid, thionyl chloride and DMF was stirred for 1.5 hours at 75° C., the solvent was removed under reduced pressure and 1,4-dioxane was added. After the reaction solution was added to 28% ammonia water under ice cooling and stirred at room temperature for 3 hours, the solvent was removed under reduced pressure. MeOH and 1M NaOH aq were added to the obtained residue and stirred for 2.5 hours at 90° C. to give 2-(4-chl... RXN SMILES: [Cl:1][C:2]1[C:18]([F:19])=[CH:17][C:5]([C:6]([NH:8][C:9]2[CH:13]=[CH:12][S:11][C:10]=2[C:14](O)=[O:15])=O)=[C:4]([F:20])[CH:3]=1.S(Cl)(Cl)=O.C[N:26](C=O)C>>[Cl:1][C:2]1[C:18]([F:19])=[CH:17][C:5]([C:6]2[NH:8][C:9]3[CH:13]=[CH:12][S:11][C:10]=3[C:14](=[O:15])[N:26]=2)=[C:4]([F:20])[CH:3]=1. Reactants: ClC1=CC(=C(C(=O)NC2=C(SC=C2)C(=O)O)C=C1F)F (3-[(4-chloro-2,5-difluorobenzoyl)amino]thiophene-2-carboxylic acid), S(=O)(Cl)Cl (thionyl chloride), CN(C)C=O (DMF). Reaction conditions: temperature 75 celsius, time 1.5 hour. Reactants: CC(Br)c1nccc(=O)n1-c1ccc(F)cc1, CN, CCO. The product is CNC(C)c1nccc(=O)n1-c1ccc(F)cc1. As a reaction SMILES: [Br:1][CH:2]([CH3:3])[c:4]1[n:5][cH:6][cH:7][c:8](=[O:17])[n:9]1-[c:10]1[cH:11][cH:12][c:13]([F:16])[cH:14][cH:15]1.[CH3:18][NH2:19].[CH3:20][CH2:21][OH:22]>>[CH:2]([CH3:3])([c:4]1[n:5][cH:6][cH:7][c:8](=[O:17])[n:9]1-[c:10]1[cH:11][cH:12][c:13]([F:16])[cH:14][cH:15]1)[NH:19][CH3:18]. Starting materials: Cl.OC1=CC=C2C(C(=C(OC2=C1C)[C@@H]1NCCC1)C)=O (7-hydroxy-3,8-dimethyl-2-[(2R)-pyrrolidin-2-yl]-4H-chromen-4-one hydrochloride), C(C)(=O)O (acetic acid), C(#N)[BH3-].[Na+] (sodium cyanoborohydride), C=O (paraformaldehyde), S(=O)(=O)([O-])[O-].[Mg+2] (magnesium sulfate). Reaction conditions: temperature 50 celsius, time 5 minute. Product: OC1=CC=C2C(C(=C(OC2=C1C)[C@@H]1N(CCC1)C)C)=O (7-Hydroxy-3,8-dimethyl-2-[(2R)-1-methylpyrrolidin-2-yl]-4H-chromen-4-one). Isolated yield 28.0%. Reaction SMILES: Cl.[OH:2][C:3]1[C:12]([CH3:13])=[C:11]2[C:6]([C:7](=[O:20])[C:8]([CH3:19])=[C:9]([C@H:14]3[CH2:18][CH2:17][CH2:16][NH:15]3)[O:10]2)=[CH:5][CH:4]=1.C=O.S([O-])([O-])(=O)=O.[Mg+2].[C:29](O)(=O)C.C([BH3-])#N.[Na+]>>[OH:2][C:3]1[C:12]([CH3:13])=[C:11]2[C:6]([C:7](=[O:20])[C:8]([CH3:19])=[C:9]([C@H:14]3[CH2:18][CH2:17][CH2:16][N:15]3[CH3:29])[O:10]2)=[CH:5][CH:4]=1 |f:0.1,3.4,6.7|. Procedure: A mixture composed of 7-hydroxy-3,8-dimethyl-2-[(2R)-pyrrolidin-2-yl]-4H-chromen-4-one hydrochloride (78 mg, 0.30 mmol) obtained in Example 2-3, 90% paraformaldehyde (50 mg, 1.50 mmol), magnesium sulfate (60 mg), and acetic acid (17 μL, 0.30 mmol) was stirred at 50° C. for 5 minutes. Then, sodium cyanoborohydride (43 mg, 0.66 mmol) was added thereto, and the mixture was stirred at 50° C. for 3 hours. Insoluble matter in the reaction solution was filtered off and then washed with methanol. The fi... The reactants are BrC1=CC2=C(N3C4=C(C(N2)=O)C=CC=C4CC3)C=C1 (9-bromo-1,2-dihydrobenzo[b]pyrrolo[3,2,1-jk][1,4]benzodiazepine-6-one), [OH-].[Na+] (sodium hydroxide), C(C1=CC=CC=C1)N1CCNCC1 (N-benzylpiperazine). Reagents/catalysts: [Ti](Cl)(Cl)(Cl)Cl (titanium tetrachloride). Solvent: C1(=CC=CC=C1)C (toluene). Conditions: time 15 minute. Product: BrC1=CC2=C(N3C4=C(C(=N2)N2CCN(CC2)CC2=CC=CC=C2)C=CC=C4CC3)C=C1 (9-Bromo-6-(4-phenylmethyl-1-piperazinyl)-1,2-dihydrobenzo[b]-pyrrolo[3,2,1-jk][1,4]benzodiazepine). Reaction SMILES: [Br:1][C:2]1[CH:19]=[CH:18][C:5]2[N:6]3[CH2:17][CH2:16][C:15]4[C:7]3=[C:8]([CH:12]=[CH:13][CH:14]=4)[C:9](=O)[NH:10][C:4]=2[CH:3]=1.[CH2:20]([N:27]1[CH2:32][CH2:31][NH:30][CH2:29][CH2:28]1)[C:21]1[CH:26]=[CH:25][CH:24]=[CH:23][CH:22]=1.[OH-].[Na+]>[Ti](Cl)(Cl)(Cl)Cl.C1(C)C=CC=CC=1>[Br:1][C:2]1[CH:19]=[CH:18][C:5]2[N:6]3[CH2:17][CH2:16][C:15]4[C:7]3=[C:8]([CH:12]=[CH:13][CH:14]=4)[C:9]([N:30]3[CH2:31][CH2:32][N:27]([CH2:20][C:21]4[CH:22]=[CH:23][CH:24]=[CH:25][CH:26]=4)[CH2:28][CH2:29]3)=[N:10][C:4]=2[CH:3]=1 |f:2.3|. Reported procedure: A stirred mixture of 7.88 g (0.0250 mole) of 9-bromo-1,2-dihydrobenzo[b]pyrrolo[3,2,1-jk][1,4]benzodiazepine-6-one and 1200 ml of toluene was heated under nitrogen until a solution resulted. Then there was added 44.1 g (0.250 mole) of N-benzylpiperazine, followed by 14.2 g (0.0750 mole) of titanium tetrachloride. The mixture was heated under reflux for 3 hours, cooled to room temperature and treated with 500 ml of 2N sodium hydroxide. After stirring vigorously for 15 minutes, the layers were sep... Reactants: C1(=C(C(=CC=C1)N)N)N (benzene-1,2,3-triamine), C(C)#N (acetonitrile), O (water). Conditions: time 6 hour. The product is NC1=CC=CC=2NC(NC21)=O (4-amino-1,3-dihydrobenzoimidazol-2-one). The yield is 42.0%. Reaction SMILES: [C:1]1([NH2:9])[CH:6]=[CH:5][CH:4]=[C:3]([NH2:7])[C:2]=1[NH2:8].[OH2:10].[C:11](#N)C>>[NH2:7][C:3]1[C:2]2[NH:8][C:11](=[O:10])[NH:9][C:1]=2[CH:6]=[CH:5][CH:4]=1. Procedure details: 0.53 g (6.5 mmol, 2 eq) of N—N′-carbonyliimidazole were added portionwise to 450.7 mg (3.24 mmol, 1 eq) of benzene-1,2,3-triamine in solution in 30 ml of acetonitrile. The reaction medium was stirred at ambient temperature for 6 hours and then heated at 70° C. overnight. The reaction was stopped by adding 50 ml of water and then extracted with ethyl acetate. The organic phases were combined, and dried over sodium sulfate. The solvents were evaporated off and then the residue was purified by chro... The reactants are ClC1=CC(=C(CN2N=CC3=CC(=CC=C23)C=C2C(NC(S2)SCC)=O)C=C1)C(F)(F)F (5-[1-(4-chloro-2-trifluoromethyl-benzyl)-1H-indazol-5-ylmethylene]-2-ethylsulfanyl-thiazolidin-4-one), CNCCN1CCOCC1 (Methyl-(2-morpholin-4-yl-ethyl)-amine). The product is ClC1=CC(=C(CN2N=CC3=CC(=CC=C23)C=C2C(N=C(S2)N(CCN2CCOCC2)C)=O)C=C1)C(F)(F)F (5-[1-(4-Chloro-2-trifluoromethyl-benzyl)-1H-indazol-5-ylmethylene]-2-[methyl-(2-morpholin-4-yl-ethyl)-amino]-thiazol-4-one). RXN SMILES: [Cl:1][C:2]1[CH:27]=[CH:26][C:5]([CH2:6][N:7]2[C:15]3[C:10](=[CH:11][C:12]([CH:16]=[C:17]4[S:21][CH:20](SCC)[NH:19][C:18]4=[O:25])=[CH:13][CH:14]=3)[CH:9]=[N:8]2)=[C:4]([C:28]([F:31])([F:30])[F:29])[CH:3]=1.[CH3:32][NH:33][CH2:34][CH2:35][N:36]1[CH2:41][CH2:40][O:39][CH2:38][CH2:37]1>>[Cl:1][C:2]1[CH:27]=[CH:26][C:5]([CH2:6][N:7]2[C:15]3[C:10](=[CH:11][C:12]([CH:16]=[C:17]4[S:21][C:20]([N:33]([CH3:32])[CH2:34][CH2:35][N:36]5[CH2:41][CH2:40][O:39][CH2:38][CH2:37]5)=[N:19][C:18]4=[O:25])=[CH:13][CH:14]=3)[CH:9]=[N:8]2)=[C:4]([C:28]([F:31])([F:30])[F:29])[CH:3]=1. Procedure: 5-[1-(4-Chloro-2-trifluoromethyl-benzyl)-1H-indazol-5-ylmethylene]-2-[methyl-(2-morpholin-4-yl-ethyl)-amino]-thiazol-4-one was prepared from 5-[1-(4-chloro-2-trifluoromethyl-benzyl)-1H-indazol-5-ylmethylene]-2-ethylsulfanyl-thiazolidin-4-one and Methyl-(2-morpholin-4-yl-ethyl)-amine following General Procedure C.